This data is from the Open Reaction Database (ORD), a public repository of structured organic reaction records. The task is: describe an organic reaction: reactants, conditions, products, and yield Starting materials: [BH4-].[Na+] (Sodium borohydride), CC1(C=CC(CC1)=O)C (4,4-dimethylcyclohex-2-enone). Solvent: CO (methanol), O (water). Run at time 3 hour. Yields the product CC1(C=CC(CC1)O)C (4,4-dimethylcyclohex-2-enol). Yield: 87.6%. Reaction SMILES: [BH4-].[Na+].[CH3:3][C:4]1([CH3:11])[CH2:9][CH2:8][C:7](=[O:10])[CH:6]=[CH:5]1>CO.O>[CH3:3][C:4]1([CH3:11])[CH2:9][CH2:8][CH:7]([OH:10])[CH:6]=[CH:5]1 |f:0.1|. Procedure: Sodium borohydride (5.03 g, 133 mmol) was added portion-wise to a stirred solution of 4,4-dimethylcyclohex-2-enone (15.0 g, 121 mmol) in methanol (403 mL) in a water bath. Once addition was complete, the solution was allowed to stir under a nitrogen atmosphere at room temperature for 3 h. The reaction mixture was diluted with water (150 mL) and the majority of the methanol was removed under reduced pressure. The aqueous layer was extracted with ethyl acetate (2×200 mL). The combine ethyl acetate...